Dataset: the Open Reaction Database (ORD), a public repository of structured organic reaction records. Task: describe an organic reaction: reactants, conditions, products, and yield Starting materials: COC(=O)C(CCCCCCC(=O)OC)(CCCC(CCCCC)OC(C)=O)S(=O)(=O)C (methyl 8-methoxycarbonyl-8-methylsulfonyl-12-acetoxyheptadecanoate), COC(=O)C(CCCCCCC(=O)OC)(CCCC(CCCC=C)OC(C)=O)S(=O)(=O)C (methyl 8-methoxycarbonyl-8-methylsulfonyl-12-acetoxy-16-heptadecenoate). Product: CS(=O)(=O)C(CCCCCCC(=O)OC)CCCC(CCCC=C)OC(C)=O (methyl 8-methylsulfonyl-12-acetoxy-16-heptadecenoate). RXN SMILES: COC([C:5]([S:29]([CH3:32])(=[O:31])=[O:30])([CH2:16][CH2:17][CH2:18][CH:19]([O:25][C:26](=[O:28])[CH3:27])[CH2:20][CH2:21][CH2:22][CH2:23][CH3:24])[CH2:6][CH2:7][CH2:8][CH2:9][CH2:10][CH2:11][C:12]([O:14][CH3:15])=[O:13])=O.COC(C(S(C)(=O)=O)(CCCC(OC(=O)C)CCCC=C)CCCCCCC(OC)=O)=O>>[CH3:32][S:29]([CH:5]([CH2:16][CH2:17][CH2:18][CH:19]([O:25][C:26](=[O:28])[CH3:27])[CH2:20][CH2:21][CH2:22][CH:23]=[CH2:24])[CH2:6][CH2:7][CH2:8][CH2:9][CH2:10][CH2:11][C:12]([O:14][CH3:15])=[O:13])(=[O:30])=[O:31]. Procedure: The synthesis of this compound is carried out as in Example 3, Step D, except that the methyl 8-methoxycarbonyl-8-methylsulfonyl-12-acetoxyheptadecanoate is replaced by an equivalent quantity of methyl 8-methoxycarbonyl-8-methylsulfonyl-12-acetoxy-16-heptadecenoate. The reactants are C1(CCC1)N (cyclobutylamine), FC=1C=C(C=CC1)C1=NOC(=C1C=1N=CN(C1)C=1C=C(C(=O)O)C=CC1)C (3-{4-[3-(3-fluoro-phenyl)-5-methyl-isoxazol-4-yl]-imidazol-1-yl}-benzoic acid). RXN SMILES: [CH:1]1([NH2:5])[CH2:4][CH2:3][CH2:2]1.[F:6][C:7]1[CH:8]=[C:9]([C:13]2[C:17]([C:18]3[N:19]=[CH:20][N:21]([C:23]4[CH:24]=[C:25]([CH:29]=[CH:30][CH:31]=4)[C:26](O)=[O:27])[CH:22]=3)=[C:16]([CH3:32])[O:15][N:14]=2)[CH:10]=[CH:11][CH:12]=1>>[CH:1]1([NH:5][C:26](=[O:27])[C:25]2[CH:29]=[CH:30][CH:31]=[C:23]([N:21]3[CH:22]=[C:18]([C:17]4[C:13]([C:9]5[CH:10]=[CH:11][CH:12]=[C:7]([F:6])[CH:8]=5)=[N:14][O:15][C:16]=4[CH3:32])[N:19]=[CH:20]3)[CH:24]=2)[CH2:4][CH2:3][CH2:2]1. Yield: 38.0%. The product is C1(CCC1)NC(C1=CC(=CC=C1)N1C=NC(=C1)C=1C(=NOC1C)C1=CC(=CC=C1)F)=O (N-Cyclobutyl-3-{4-[3-(3-fluoro-phenyl)-5-methyl-isoxazol-4-yl]-imidazol-1-yl}-benzamide). Procedure: As described for Example 71c, cyclobutylamine was converted, using 3-{4-[3-(3-fluoro-phenyl)-5-methyl-isoxazol-4-yl]-imidazol-1-yl}-benzoic acid (100 mg, 0.28 mmol) instead of 4-[4-(5-methyl-3-phenyl-isoxazol-4-yl)-imidazol-1-yl]-benzoic acid, to the title compound (44 mg, 38%) which was obtained as an off-white solid. MS: m/e=417.0 [M+H]+.